From a dataset of the Open Reaction Database (ORD), a public repository of structured organic reaction records. describe an organic reaction: reactants, conditions, products, and yield Reactants: CCO, ClC(Cl)Cl, ClCCl, [H][H], c1ccc(CN(c2ccc(-c3ccccc3)cc2)c2ccc(-c3ccccc3)cc2)cc1. Product: c1ccc(-c2ccc(Nc3ccc(-c4ccccc4)cc3)cc2)cc1. Reaction SMILES: [CH3:37][CH2:38][OH:39].[CH:33]([Cl:34])([Cl:35])[Cl:36].[Cl:42][CH2:43][Cl:44].[H:40][H:41].[c:1]1(-[c:27]2[cH:28][cH:29][cH:30][cH:31][cH:32]2)[cH:2][cH:3][c:4]([N:7]([c:8]2[cH:9][cH:10][c:11](-[c:14]3[cH:15][cH:16][cH:17][cH:18][cH:19]3)[cH:12][cH:13]2)[CH2:20][c:21]2[cH:22][cH:23][cH:24][cH:25][cH:26]2)[cH:5][cH:6]1>>[c:1]1(-[c:27]2[cH:28][cH:29][cH:30][cH:31][cH:32]2)[cH:2][cH:3][c:4]([NH:7][c:8]2[cH:9][cH:10][c:11](-[c:14]3[cH:15][cH:16][cH:17][cH:18][cH:19]3)[cH:12][cH:13]2)[cH:5][cH:6]1. Starting materials: CN(C1(CCC(CC1)(O)CCCC#C[Si](CC)(CC)CC)C1=CC=CC=C1)C (4-dimethylamino-4-phenyl-1-(5-triethylsilanyl-pent-4-inyl)cyclohexanol), INC1=CC=CC=C1 (iodoaniline), C([O-])([O-])=O.[Na+].[Na+] (sodium carbonate). Reagents/catalysts: C(C)(C)C1=C(C(=CC=C1)C(C)C)N1C(N(C=C1)C1=C(C=CC=C1C(C)C)C(C)C)=[Pd-2](C1=NC=CC=C1Cl)Cl ([1,3-bis-(2,6-diisopropylphenyl)-imidazol-2-ylidene]-(3-chloropyridyl)palladium(II)-chloride). Reaction conditions: temperature 100 celsius, time 18 hour. Product: CN(C1(CCC(CC1)(O)CCCC1=C(NC2=CC=CC=C12)[Si](CC)(CC)CC)C1=CC=CC=C1)C (4-dimethylamino-4-phenyl-1-[3-(2-triethylsilanyl-1H-indol-3-yl)propyl]cyclohexanol). As a reaction SMILES: [CH3:1][N:2]([CH3:28])[C:3]1([C:22]2[CH:27]=[CH:26][CH:25]=[CH:24][CH:23]=2)[CH2:8][CH2:7][C:6]([CH2:10][CH2:11][CH2:12][C:13]#[C:14][Si:15]([CH2:20][CH3:21])([CH2:18][CH3:19])[CH2:16][CH3:17])([OH:9])[CH2:5][CH2:4]1.I[NH:30][C:31]1[CH:36]=[CH:35][CH:34]=[CH:33][CH:32]=1.C(=O)([O-])[O-].[Na+].[Na+]>C(C1C=CC=C(C(C)C)C=1N1C=CN(C2C(C(C)C)=CC=CC=2C(C)C)C1=[Pd-2](Cl)C1C(Cl)=CC=CN=1)(C)C>[CH3:28][N:2]([CH3:1])[C:3]1([C:22]2[CH:23]=[CH:24][CH:25]=[CH:26][CH:27]=2)[CH2:8][CH2:7][C:6]([CH2:10][CH2:11][CH2:12][C:13]2[C:36]3[C:31](=[CH:32][CH:33]=[CH:34][CH:35]=3)[NH:30][C:14]=2[Si:15]([CH2:20][CH3:21])([CH2:18][CH3:19])[CH2:16][CH3:17])([OH:9])[CH2:5][CH2:4]1 |f:2.3.4|. Procedure: A mixture of 4-dimethylamino-4-phenyl-1-(5-triethylsilanyl-pent-4-inyl)cyclohexanol (504 mg, 1.26 mmol), iodoaniline (331 mg, 1.51 mmol), [1,3-bis-(2,6-diisopropylphenyl)-imidazol-2-ylidene]-(3-chloropyridyl)palladium(II)-chloride (PEPPSI, 171 mg, 0.25 mmol) and sodium carbonate (668 mg, 6.3 mmol) was evacuated for 30 min (oil pump). It was then flushed with argon and absolute N,N-dimethylformamide (5 mL, previously flushed for 1 h with argon) was added by syringe via a Schlenk tube. The mixture... Starting materials: CCCCC1CCN(CCCC(=O)c2ccccc2OCc2ccccc2)CC1, CCO, Cl, [Na+], [OH-]. Yields the product CCCCC1CCN(CCCC(=O)c2ccccc2O)CC1. As a reaction SMILES: [CH2:1]([CH2:2][CH2:3][CH3:4])[CH:5]1[CH2:6][CH2:7][N:8]([CH2:11][CH2:12][CH2:13][C:14](=[O:15])[c:16]2[c:17]([O:22][CH2:23][c:24]3[cH:25][cH:26][cH:27][cH:28][cH:29]3)[cH:18][cH:19][cH:20][cH:21]2)[CH2:9][CH2:10]1.[CH3:33][CH2:34][OH:35].[ClH:30].[Na+:32].[OH-:31]>>[CH2:1]([CH2:2][CH2:3][CH3:4])[CH:5]1[CH2:6][CH2:7][N:8]([CH2:11][CH2:12][CH2:13][C:14](=[O:15])[c:16]2[c:17]([OH:22])[cH:18][cH:19][cH:20][cH:21]2)[CH2:9][CH2:10]1. Starting materials: ClC1=NN=NN1C1=CC=CC=C1 (5-Chloro-1-phenyl-1H-tetrazole), [N+](=O)(O)[O-] (nitric acid). Reaction conditions: temperature 65 celsius. Product: ClC1=NN=NN1C1=CC=C(C=C1)[N+](=O)[O-] (5-Chloro-1-(4-nitro-phenyl)-1H-tetrazole). The yield is 87.0%. RXN SMILES: [Cl:1][C:2]1[N:6]([C:7]2[CH:12]=[CH:11][CH:10]=[CH:9][CH:8]=2)[N:5]=[N:4][N:3]=1.[N+:13]([O-])([OH:15])=[O:14]>>[Cl:1][C:2]1[N:6]([C:7]2[CH:12]=[CH:11][C:10]([N+:13]([O-:15])=[O:14])=[CH:9][CH:8]=2)[N:5]=[N:4][N:3]=1. Reported procedure: 5-Chloro-1-phenyl-1H-tetrazole (500 g, 2.78 mol) was carefully added in one portion to stirred white fuming nitric acid (91.5% HNO3, 2.5 L). The internal temperature of the mixture increased steadily to 65° C. then fell. An aliquot was removed and partitioned between water and dichloromethane. TLC analysis (80:20 hexanes/ethyl acetate) indicated consumption of starting material. The mixture was carefully poured into stirred ice (3 L), water (2 L) and dichloromethane (2 L). The layers were separa... Starting materials: O=C([O-])[O-], CCOC(C)=O, [Cl-], COc1cc2c(Cl)ncnc2cc1OCCCN1CCOCC1, [K+], [K+], [NH4+], CN(C)C=O, Oc1ccc2cncnc2c1. Product: COc1cc2c(Oc3ccc4cncnc4c3)ncnc2cc1OCCCN1CCOCC1. As a reaction SMILES: [C:12](=[O:13])([O-:14])[O-:15].[CH3:48][CH2:49][O:50][C:51](=[O:52])[CH3:53].[Cl-:41].[Cl:18][c:19]1[n:20][cH:21][n:22][c:23]2[cH:24][c:25]([O:31][CH2:32][CH2:33][CH2:34][N:35]3[CH2:36][CH2:37][O:38][CH2:39][CH2:40]3)[c:26]([O:29][CH3:30])[cH:27][c:28]12.[K+:16].[K+:17].[NH4+:42].[O:43]=[CH:44][N:45]([CH3:46])[CH3:47].[OH:1][c:2]1[cH:3][cH:4][c:5]2[cH:6][n:7][cH:8][n:9][c:10]2[cH:11]1>>[O:1]([c:2]1[cH:3][cH:4][c:5]2[cH:6][n:7][cH:8][n:9][c:10]2[cH:11]1)[c:19]1[n:20][cH:21][n:22][c:23]2[cH:24][c:25]([O:31][CH2:32][CH2:33][CH2:34][N:35]3[CH2:36][CH2:37][O:38][CH2:39][CH2:40]3)[c:26]([O:29][CH3:30])[cH:27][c:28]12. The reactants are COC(=O)c1ccc(OCCN(C)C)cc1, CO, Cl, [Na+], [OH-]. Yields the product CN(C)CCOc1ccc(C(=O)O)cc1. RXN SMILES: [CH3:1][N:2]([CH2:3][CH2:4][O:5][c:6]1[cH:7][cH:8][c:9]([C:10](=[O:11])[O:12][CH3:13])[cH:14][cH:15]1)[CH3:16].[CH3:20][OH:21].[ClH:19].[Na+:18].[OH-:17]>>[CH3:1][N:2]([CH2:3][CH2:4][O:5][c:6]1[cH:7][cH:8][c:9]([C:10](=[O:11])[OH:12])[cH:14][cH:15]1)[CH3:16]. Starting materials: CCC1(C)CC(c2ccc(F)c(Cl)c2)Nc2ccc(C(=O)OC)nc21, CN(C)C=O, [H-], CC(C)CCI, [Na+]. Product: CCC1(C)CC(c2ccc(F)c(Cl)c2)N(CCC(C)C)c2ccc(C(=O)OC)nc21. RXN SMILES: [CH3:1][O:2][C:3](=[O:4])[c:5]1[n:6][c:7]2[c:12]([cH:13][cH:14]1)[NH:11][CH:10]([c:15]1[cH:16][c:17]([Cl:22])[c:18]([F:21])[cH:19][cH:20]1)[CH2:9][C:8]2([CH3:23])[CH2:24][CH3:25].[CH3:34][N:35]([CH3:36])[CH:37]=[O:38].[H-:26].[I:28][CH2:29][CH2:30][CH:31]([CH3:32])[CH3:33].[Na+:27]>>[CH3:1][O:2][C:3](=[O:4])[c:5]1[n:6][c:7]2[c:12]([cH:13][cH:14]1)[N:11]([CH2:29][CH2:30][CH:31]([CH3:32])[CH3:33])[CH:10]([c:15]1[cH:16][c:17]([Cl:22])[c:18]([F:21])[cH:19][cH:20]1)[CH2:9][C:8]2([CH3:23])[CH2:24][CH3:25].